This data is from the Open Reaction Database (ORD), a public repository of structured organic reaction records. The task is: describe an organic reaction: reactants, conditions, products, and yield The reactants are OC=1C=C(OC2=NC=C(C=N2)Cl)C=CC1 (2-(3-hydroxyphenoxy)-5-chloropyrimidine), ClC1=NC(=CC(=N1)C)C (2-chloro-4,6-dimethylpyrimidine), CC(=O)CC(C)C (isobutyl methyl ketone), C([O-])([O-])=O.[K+].[K+] (potassium carbonate). Solvent: O (water). Product: ClC=1C=NC(=NC1)OC1=CC(=CC=C1)OC1=NC(=CC(=N1)C)C (5-Chloro-2-[3-(4,6-dimethyl-2-pyrimidyloxy)phenoxy]pyrimidine). The yield is 39.7%. As a reaction SMILES: [OH:1][C:2]1[CH:3]=[C:4]([CH:13]=[CH:14][CH:15]=1)[O:5][C:6]1[N:11]=[CH:10][C:9]([Cl:12])=[CH:8][N:7]=1.Cl[C:17]1[N:22]=[C:21]([CH3:23])[CH:20]=[C:19]([CH3:24])[N:18]=1.CC(CC(C)C)=O.C(=O)([O-])[O-].[K+].[K+]>O>[Cl:12][C:9]1[CH:8]=[N:7][C:6]([O:5][C:4]2[CH:13]=[CH:14][CH:15]=[C:2]([O:1][C:17]3[N:22]=[C:21]([CH3:23])[CH:20]=[C:19]([CH3:24])[N:18]=3)[CH:3]=2)=[N:11][CH:10]=1 |f:3.4.5|. Reported procedure: A mixture of 2-(3-hydroxyphenoxy)-5-chloropyrimidine (2.22 g), 2-chloro-4,6-dimethylpyrimidine (1.43 g), isobutyl methyl ketone (25 ml) and anhydrous potassium carbonate (1.52 g) was heated under reflux for a period of 48 hours. The reaction mixture was diluted with water and the aqueous mixture was extracted with chloroform. The chloroform extract was dried and the solvent was removed by distillation under reduced pressure to give a pale yellow solid. The solid was recrystallised from ethanol t... Starting materials: [N+](=O)([O-])C1=CC(=C(CCN)C=C1OCC)OCC (4-nitro-2,5-diethoxyphenethylamine), [H][H] (hydrogen). Reagents/catalysts: [Pd] (palladium on carbon). Solvent: C(C)O (ethanol). Product: NC1=CC(=C(CCN)C=C1OCC)OCC (4-Amino-2,5-diethoxyphenethylamine). The yield is 102.0%. As a reaction SMILES: [N+:1]([C:4]1[C:12]([O:13][CH2:14][CH3:15])=[CH:11][C:7]([CH2:8][CH2:9][NH2:10])=[C:6]([O:16][CH2:17][CH3:18])[CH:5]=1)([O-])=O.[H][H]>C(O)C.[Pd]>[NH2:1][C:4]1[C:12]([O:13][CH2:14][CH3:15])=[CH:11][C:7]([CH2:8][CH2:9][NH2:10])=[C:6]([O:16][CH2:17][CH3:18])[CH:5]=1. Reported procedure: 3.05 g (12.0 mmol) 4-nitro-2,5-diethoxyphenethylamine N6 was dissolved in 50 ml ethanol, and 1.5 g 10% palladium on carbon black was added. This suspension was hydrogenated at 2.2 atm. for 18 hours, till no more hydrogen uptake was observed. The catalyst was filtered off and the solvent was evaporated to afford 2.75 g light yellow oil (yield: 102%). The reactants are [H][H] (hydrogen), CC=1C=C(C=CC1)C1(CCN(CC1)C=1N=NC(=CC1)OCC1=CC=CC=C1)O (4-(3-methylphenyl)-1-[6-(phenylmethoxy)-3-pyridazinyl]-4-piperidinol). Reagents/catalysts: [Pd] (palladium-on-charcoal). Solvent: COCCO (2-methoxyethanol). Yields the product OC1(CCN(CC1)C1=CC=C(N=N1)O)C1=CC(=CC=C1)C (6-[4-hydroxy-4-(3-methylphenyl)-1-piperidinyl]-3-pyridazinol). Isolated yield 97.0%. Reaction SMILES: [CH3:1][C:2]1[CH:3]=[C:4]([C:8]2([OH:28])[CH2:13][CH2:12][N:11]([C:14]3[N:15]=[N:16][C:17]([O:20]CC4C=CC=CC=4)=[CH:18][CH:19]=3)[CH2:10][CH2:9]2)[CH:5]=[CH:6][CH:7]=1.[H][H]>[Pd].COCCO>[OH:28][C:8]1([C:4]2[CH:5]=[CH:6][CH:7]=[C:2]([CH3:1])[CH:3]=2)[CH2:9][CH2:10][N:11]([C:14]2[N:15]=[N:16][C:17]([OH:20])=[CH:18][CH:19]=2)[CH2:12][CH2:13]1. Procedure: A mixture of 6.1 parts of 4-(3-methylphenyl)-1-[6-(phenylmethoxy)-3-pyridazinyl]-4-piperidinol and 250 parts of 2-methoxyethanol was hydrogenated at normal pressure and at room temperature with 2 parts of palladium-on-charcoal catalyst 10%. After the calculated amount of hydrogen was taken up, the catalyst was filtered off and the filtrate was evaporated. The residue was boiled in 2-propanol. The product was filtered off and dried, yielding 4.5 parts (97%) of 6-[4-hydroxy-4-(3-methylphenyl)-1-pi... The reactants are FC(F)(F)Oc1ccc(OC2CCNCC2)cc1Cl, O=C(CCl)NC1COc2nc([N+](=O)[O-])cn2C1. Yields the product O=C(CN1CCC(Oc2ccc(OC(F)(F)F)c(Cl)c2)CC1)NC1COc2nc([N+](=O)[O-])cn2C1. RXN SMILES: [Cl:18][c:19]1[cH:20][c:21]([O:22][CH:23]2[CH2:24][CH2:25][NH:26][CH2:27][CH2:28]2)[cH:29][cH:30][c:31]1[O:32][C:33]([F:34])([F:35])[F:36].[Cl:1][CH2:2][C:3](=[O:4])[NH:5][CH:6]1[CH2:7][n:8]2[c:9]([n:12][c:13]([N+:15](=[O:16])[O-:17])[cH:14]2)[O:10][CH2:11]1>>[CH2:2]([C:3](=[O:4])[NH:5][CH:6]1[CH2:7][n:8]2[c:9]([n:12][c:13]([N+:15](=[O:16])[O-:17])[cH:14]2)[O:10][CH2:11]1)[N:26]1[CH2:25][CH2:24][CH:23]([O:22][c:21]2[cH:20][c:19]([Cl:18])[c:31]([O:32][C:33]([F:34])([F:35])[F:36])[cH:30][cH:29]2)[CH2:28][CH2:27]1. Reported procedure: Dibenzo[a,d]cycloheptene-5-carboxylic acid and (S)-3-amino-1-(2-phenylethyl)pyrrolidine were reacted under the same conditions as in Example 23 to give (S)-N-(1-(2-phenylethyl)pyrrolidin-3-yl)dibenzo[a,d]cycloheptene-5-carboxamide. Starting materials: C1C=CC=C2C(=C3C(=CC=C21)C=CC=C3)C(=O)O (Dibenzo[a,d]cycloheptene-5-carboxylic acid), N[C@@H]1CN(CC1)CCC1=CC=CC=C1 ((S)-3-amino-1-(2-phenylethyl)pyrrolidine). The product is C1(=CC=CC=C1)CCN1C[C@H](CC1)NC(=O)C1=C2C(=CC=C3C1=CC=CC3)C=CC=C2 ((S)-N-(1-(2-phenylethyl)pyrrolidin-3-yl)dibenzo[a,d]cycloheptene-5-carboxamide). As a reaction SMILES: [CH2:1]1[C:11]2[C:5]([C:6]([C:16](O)=[O:17])=[C:7]3[CH:15]=[CH:14][CH:13]=[CH:12][C:8]3=[CH:9][CH:10]=2)=[CH:4][CH:3]=[CH:2]1.[NH2:19][C@H:20]1[CH2:24][CH2:23][N:22]([CH2:25][CH2:26][C:27]2[CH:32]=[CH:31][CH:30]=[CH:29][CH:28]=2)[CH2:21]1>>[C:27]1([CH2:26][CH2:25][N:22]2[CH2:23][CH2:24][C@H:20]([NH:19][C:16]([C:6]3[C:5]4=[CH:4][CH:3]=[CH:2][CH2:1][C:11]4=[CH:10][CH:9]=[C:8]4[CH:12]=[CH:13][CH:14]=[CH:15][C:7]=34)=[O:17])[CH2:21]2)[CH:32]=[CH:31][CH:30]=[CH:29][CH:28]=1. The reactants are ClC=1C=C(C=CC1F)NC1=NC=NC2=C1C1=C(CNCCC1)S2 (N-(3-Chloro-4-fluorophenyl)-6,7,8,9-tetrahydro-5H-pyrimido[5′,4′:4,5]thieno[2,3-c]azepin-4-amine), Cl.CN(C/C=C/C(=O)O)C ((2E)-4-(Dimethylamino)but-2-enoic acid hydrochloride). Yields the product ClC=1C=C(C=CC1F)NC1=NC=NC2=C1C1=C(CN(CCC1)C(\C=C\CN(C)C)=O)S2 (N-(3-Chloro-4-fluorophenyl)-8-[(2E)-4-(dimethylamino)but-2-enoyl]-6,7,8,9-tetrahydro-5H-pyrimido[5′,4′:4,5]thieno[2,3-c]azepin-4-amine). As a reaction SMILES: [Cl:1][C:2]1[CH:3]=[C:4]([NH:9][C:10]2[C:15]3[C:16]4[CH2:22][CH2:21][CH2:20][NH:19][CH2:18][C:17]=4[S:23][C:14]=3[N:13]=[CH:12][N:11]=2)[CH:5]=[CH:6][C:7]=1[F:8].Cl.[CH3:25][N:26]([CH3:33])[CH2:27]/[CH:28]=[CH:29]/[C:30](O)=[O:31]>>[Cl:1][C:2]1[CH:3]=[C:4]([NH:9][C:10]2[C:15]3[C:16]4[CH2:22][CH2:21][CH2:20][N:19]([C:30](=[O:31])/[CH:29]=[CH:28]/[CH2:27][N:26]([CH3:33])[CH3:25])[CH2:18][C:17]=4[S:23][C:14]=3[N:13]=[CH:12][N:11]=2)[CH:5]=[CH:6][C:7]=1[F:8] |f:1.2|. Procedure: The title compound was synthesized in analogy to Example 89 from N-(3-chloro-4-fluorophenyl)-6,7,8,9-tetrahydro-5H-pyrimido[5′,4′:4,5]thieno[2,3-c]azepin-4-amine from Example 81A (160 mg, 80% purity, 0.37 mmol) and (2E)-4-(dimethylamino)but-2-enoic acid hydrochloride from Example 1A (85 mg, 0.51 mmol) to yield 12 mg (7%).